From a dataset of the Open Reaction Database (ORD), a public repository of structured organic reaction records. describe an organic reaction: reactants, conditions, products, and yield The reactants are C1(CCCCC1)=NO (cyclohexanone oxime), ClC1=CC=C(C=C1)C=1CCN(CC1)CCCC(=O)OCC (ethyl 4-(4-(4-chlorophenyl)-1,2,3,6-tetrahydropyridin-1-yl)-n-butyrate). Yields the product ClC1=CC=C(C=C1)C=1CCN(CC1)CCCC1=C2C(=NO1)CCCC2 (3-(3-(4-(4-chlorophenyl)-1,2,3,6-tetrahydropyridin-1-yl)propyl)-4,5,6,7-tetrahydrobenzo[c]isoxazole). Reaction SMILES: [C:1]1(=[N:7][OH:8])[CH2:6][CH2:5][CH2:4][CH2:3][CH2:2]1.[Cl:9][C:10]1[CH:15]=[CH:14][C:13]([C:16]2[CH2:17][CH2:18][N:19]([CH2:22][CH2:23][CH2:24][C:25](OCC)=O)[CH2:20][CH:21]=2)=[CH:12][CH:11]=1>>[Cl:9][C:10]1[CH:15]=[CH:14][C:13]([C:16]2[CH2:21][CH2:20][N:19]([CH2:22][CH2:23][CH2:24][C:25]3[O:8][N:7]=[C:1]4[CH2:6][CH2:5][CH2:4][CH2:3][C:2]=34)[CH2:18][CH:17]=2)=[CH:12][CH:11]=1. Reported procedure: By the same reaction and treatment as m Example 48 using cyclohexanone oxime and ethyl 4-(4-(4-chlorophenyl)-1,2,3,6-tetrahydropyridin-1-yl)-n-butyrate, 3-(3-(4-(4-chlorophenyl)-1,2,3,6-tetrahydropyridin-1-yl)propyl)-4,5,6,7-tetrahydrobenzo[c]isoxazole is obtained.